Task: describe an organic reaction: reactants, conditions, products, and yield. Dataset: the Open Reaction Database (ORD), a public repository of structured organic reaction records The reactants are CC(C)(C)OC(=O)N1CCC(C(=O)O)CC1, c1ccc(CNCc2ccccc2)cc1, CCN(C(C)C)C(C)C. The product is CC(C)(C)OC(=O)N1CCC(C(=O)N(Cc2ccccc2)Cc2ccccc2)CC1. RXN SMILES: [C:1]([CH3:2])([CH3:3])([CH3:4])[O:5][C:6](=[O:7])[N:8]1[CH2:9][CH2:10][CH:11]([C:14](=[O:15])[OH:16])[CH2:12][CH2:13]1.[CH2:17]([c:18]1[cH:19][cH:20][cH:21][cH:22][cH:23]1)[NH:24][CH2:25][c:26]1[cH:27][cH:28][cH:29][cH:30][cH:31]1.[CH:32]([N:33]([CH:34]([CH3:35])[CH3:36])[CH2:37][CH3:38])([CH3:39])[CH3:40]>>[C:1]([CH3:2])([CH3:3])([CH3:4])[O:5][C:6](=[O:7])[N:8]1[CH2:9][CH2:10][CH:11]([C:14](=[O:16])[N:24]([CH2:17][c:18]2[cH:19][cH:20][cH:21][cH:22][cH:23]2)[CH2:25][c:26]2[cH:27][cH:28][cH:29][cH:30][cH:31]2)[CH2:12][CH2:13]1. Reactants: C(C#C)N1S(=O)(=O)C2=CC=CC=C2C1=O (propargylsaccharine), COC=1C=CC=C2CCC(CC12)NCCC (8-methoxy-2-propylamino-1,2,3,4-tetrahydronaphthalene), C=O (paraformaldehyde). Reagents/catalysts: O.C(C)(=O)[O-].[Cu+2].C(C)(=O)[O-] (copper(II) acetate monohydrate). Solvent: O1CCOCC1 (dioxane), O1CCOCC1 (dioxane). Conditions: time 5 hour. Product: COC=1C=CC=C2CCC(CC12)N(CCC)CC#CCN1S(C2=C(C1=O)C=CC=C2)(=O)=O (2-{4-[N-(8-Methoxy-1,2,3,4-tetrahydro-2-naphthyl)-N-propyl-amino]but-2-inyl}-1,2-benzisothiazol-3(2H)-one 1,1-dioxide). Yield: 75.2%. As a reaction SMILES: [CH2:1]([N:4]1[C:14](=[O:15])[C:13]2[C:8](=[CH:9][CH:10]=[CH:11][CH:12]=2)[S:5]1(=[O:7])=[O:6])[C:2]#[CH:3].[CH3:16][O:17][C:18]1[CH:19]=[CH:20][CH:21]=[C:22]2[C:27]=1[CH2:26][CH:25]([NH:28][CH2:29][CH2:30][CH3:31])[CH2:24][CH2:23]2.[CH2:32]=O>O1CCOCC1.O.C([O-])(=O)C.[Cu+2].C([O-])(=O)C>[CH3:16][O:17][C:18]1[CH:19]=[CH:20][CH:21]=[C:22]2[C:27]=1[CH2:26][CH:25]([N:28]([CH2:32][C:3]#[C:2][CH2:1][N:4]1[C:14](=[O:15])[C:13]3[CH:12]=[CH:11][CH:10]=[CH:9][C:8]=3[S:5]1(=[O:7])=[O:6])[CH2:29][CH2:30][CH3:31])[CH2:24][CH2:23]2 |f:4.5.6.7|. Procedure details: 2.21 g of propargylsaccharine in 20 ml of dioxane were added dropwise to 2.19 g (10 mmol) of 8-methoxy-2-propylamino-1,2,3,4-tetrahydronaphthalene, 0.36 g (12 mmol) of paraformaldehyde and 0.1 g of copper(II) acetate monohydrate in 10 ml of dioxane at 50° C. After 5 hours at 80° C., the mixture was freed from solvent. The crude product remaining was purified by flash chromatography on silica gel using toluene/ethyl acetate gradients. 3.4 g (75%) of the title compound were obtained as a solidifyi... The reactants are Cl.C(C)ON (Ethoxyamine hydrochloride), [OH-].[Na+] (sodium hydroxide), OC1=C(C(CC(C1)C=1C(=NC(=NC1OC)OC)OC)=O)C(CC)=O (3-hydroxy-5-(2,4,6-trimethoxy-5-pyrimidyl)-2-propionylcyclohex-2-en-1-one). The solvent is C(C)O (ethanol), O (water). Yields the product C(C)ON=C(CC)C=1C(CC(CC1O)C=1C(=NC(=NC1OC)OC)OC)=O (2-[1-(ethoxyimino)propyl]-3-hydroxy-5-(2,4,6-trimethoxy-5-pyrimidyl)cyclohex-2-en-1-one). Yield: 88.6%. RXN SMILES: Cl.[CH2:2]([O:4][NH2:5])[CH3:3].[OH-].[Na+].[OH:8][C:9]1[CH2:14][CH:13]([C:15]2[C:16]([O:25][CH3:26])=[N:17][C:18]([O:23][CH3:24])=[N:19][C:20]=2[O:21][CH3:22])[CH2:12][C:11](=[O:27])[C:10]=1[C:28](=O)[CH2:29][CH3:30]>C(O)C.O>[CH2:2]([O:4][N:5]=[C:28]([C:10]1[C:9](=[O:8])[CH2:14][CH:13]([C:15]2[C:16]([O:25][CH3:26])=[N:17][C:18]([O:23][CH3:24])=[N:19][C:20]=2[O:21][CH3:22])[CH2:12][C:11]=1[OH:27])[CH2:29][CH3:30])[CH3:3] |f:0.1,2.3|. Procedure: Ethoxyamine hydrochloride (0.30 g) and then aqueous sodium hydroxide (0.15 g in 2 ml of water) were added to a solution of 3-hydroxy-5-(2,4,6-trimethoxy-5-pyrimidyl)-2-propionylcyclohex-2-en-1-one (0.90 g) in absolute ethanol (30 ml) at 20° C. with stirring. After 20 hours at 20° C. the mixture was diluted with water (150 ml) and extracted with chloroform (2×75 ml). The chloroform layer was dried over anhydrous magnesium sulphate and the solvent was removed by evaporation under reduced pressure ...